Dataset: the Open Reaction Database (ORD), a public repository of structured organic reaction records. Task: describe an organic reaction: reactants, conditions, products, and yield Starting materials: FC1=C(C=C(C=C1)N)[N+](=O)[O-] (4-Fluoro-3-nitro-phenylamine), FC1=C(C(=O)Cl)C=C(C=C1)F (2,5-difluorobenzoyl chloride), S1C(=CC=C1)C(=O)Cl (thiophene-2-carbonyl chloride). Yields the product FC1=C(C(=O)NC2=CC(=C(C=C2)F)[N+](=O)[O-])C=C(C=C1)F (2,5-Difluoro-N-(4-fluoro-3-nitro-phenyl)-benzamide). Reaction SMILES: [F:1][C:2]1[CH:7]=[CH:6][C:5]([NH2:8])=[CH:4][C:3]=1[N+:9]([O-:11])=[O:10].[F:12][C:13]1[CH:21]=[CH:20][C:19]([F:22])=[CH:18][C:14]=1[C:15](Cl)=[O:16].S1C=CC=C1C(Cl)=O>>[F:12][C:13]1[CH:21]=[CH:20][C:19]([F:22])=[CH:18][C:14]=1[C:15]([NH:8][C:5]1[CH:6]=[CH:7][C:2]([F:1])=[C:3]([N+:9]([O-:11])=[O:10])[CH:4]=1)=[O:16]. Procedure: 4-Fluoro-3-nitro-phenylamine was reacted with 2,5-difluorobenzoyl chloride according to the procedure of Example 256a substituting 2,5-difluorobenzoyl chloride for thiophene-2-carbonyl chloride to provide 2,5-Difluoro-N-(4-fluoro-3-nitro-phenyl)-benzamide which was then reacted according to the procedures of Examples 256b and 256c to provide the title product.